This data is from the Open Reaction Database (ORD), a public repository of structured organic reaction records. The task is: describe an organic reaction: reactants, conditions, products, and yield Reactants: OC=1C(=C(C2=C(C(C(O2)(C)C)C2=CC=C(C=C2)C(C)C)C1C)C)C (5-hydroxy-2,2,4,6,7 -pentamethyl-3-(4-isopropylphenyl)-2,3-dihydrobenzofuran), C(CCC(=O)O)(=O)O (succinic acid), S(O)(O)(=O)=O (sulfuric acid). Solvent: C(CCC)OCCCC (dibutyl ether). Run at time 1 hour. The product is C(C)(C)C1=CC=C(C=C1)C1C(OC2=C1C(=C(C(=C2C)C)OC(=O)CCC(=O)O)C)(C)C (3[3-(4-isopropylphenyl)-2,2,4,6,7-pentamethyl-2,3-dihydrobenzofuran-5-yloxycarbonyl]propionic acid). Isolated yield 23.7%. RXN SMILES: [OH:1][C:2]1[C:3]([CH3:24])=[C:4]([CH3:23])[C:5]2[O:9][C:8]([CH3:11])([CH3:10])[CH:7]([C:12]3[CH:17]=[CH:16][C:15]([CH:18]([CH3:20])[CH3:19])=[CH:14][CH:13]=3)[C:6]=2[C:21]=1[CH3:22].[C:25](O)(=[O:31])[CH2:26][CH2:27][C:28]([OH:30])=[O:29].S(=O)(=O)(O)O>C(OCCCC)CCC>[CH:18]([C:15]1[CH:16]=[CH:17][C:12]([CH:7]2[C:6]3[C:21]([CH3:22])=[C:2]([O:1][C:25]([CH2:26][CH2:27][C:28]([OH:30])=[O:29])=[O:31])[C:3]([CH3:24])=[C:4]([CH3:23])[C:5]=3[O:9][C:8]2([CH3:10])[CH3:11])=[CH:13][CH:14]=1)([CH3:20])[CH3:19]. Reported procedure: To a solution of 2.0 g (6.16 m mol) of 5-hydroxy-2,2,4,6,7 -pentamethyl-3-(4-isopropylphenyl)-2,3-dihydrobenzofuran obtained in Example 20 in 10 ml of dibutyl ether were added 740 mg (7.4 m mol) of anhydrous succinic acid and 0.1 ml of conc. sulfuric acid. This was stired at 80° C. for 1 hour. After cooling, the reaction mixture was washed with water, dried and concentrated. The resulting residue was purified by silica gel chromatography (eluted by isopropyl ether). Addition of isopropyl ether-h... RXN SMILES: [CH:1]1([SH:7])[CH2:6][CH2:5][CH2:4][CH2:3][CH2:2]1.[O-]CC.[Na+].I[C:13]1[C:22]2[C:17](=[CH:18][CH:19]=[CH:20][CH:21]=2)[CH:16]=[CH:15][CH:14]=1.CC(CC(C)C)=O>C(O)C.O>[CH:1]1([S:7][C:21]2[C:22]3[C:17](=[CH:16][CH:15]=[CH:14][CH:13]=3)[CH:18]=[CH:19][CH:20]=2)[CH2:6][CH2:5][CH2:4][CH2:3][CH2:2]1 |f:1.2|. Conditions: temperature 90 celsius, time 11 hour. Yield: 68.9%. The solvent is C(C)O (ethanol), O (water), C(C)O (Ethanol). Reactants: tetrakis(triphenylphosphonium)palladium, C1(CCCCC1)S (cyclohexanethiol), [O-]CC.[Na+] (sodium ethoxide), IC1=CC=CC2=CC=CC=C12 (1-iodonaphthalene), CC(=O)CC(C)C (methyl isobutylketone). Procedure: 33.5 g of cyclohexanethiol, 37.4 g of sodium ethoxide, and 70 g of 1-iodonaphthalene was dissolved in 1 l of ethanol in a reaction flask, in which the atmosphere was replaced with nitrogen. 3.2 g of tetrakis(triphenylphosphonium)palladium was added. The mixture was stirred for 11 hours at 90° C. Ethanol was condensed under reduced pressure and 1 l of methyl isobutylketone and 1 l of distilled water were added. The mixture was transferred to a separatory funnel, shaken, and allowed to stand still... The product is C1(CCCCC1)SC1=CC=CC2=CC=CC=C12 (1-cyclohexylthionaphthalene). The reactants are BrC1=CC=C(C=C1)I (1-bromo-4-iodo benzene), O=C1CN(CCN1)C(=O)OC(C)(C)C (tert-butyl 3-oxopiperazine-1-carboxylate), CNCCNC (N,N′-dimethylethane-1,2-diamine), [O-]P(=O)([O-])[O-].[K+].[K+].[K+] (K3PO4). Reagents/catalysts: [Cu]I (CuI). The solvent is CN(C)C=O (DMF). Run at temperature 100 celsius, time 3 hour. Yields the product BrC1=CC=C(C=C1)N1C(CN(CC1)C(=O)OC(C)(C)C)=O (tert-butyl 4-(4-bromophenyl)-3-oxopiperazine-1-carboxylate). As a reaction SMILES: [Br:1][C:2]1[CH:7]=[CH:6][C:5](I)=[CH:4][CH:3]=1.[O:9]=[C:10]1[NH:15][CH2:14][CH2:13][N:12]([C:16]([O:18][C:19]([CH3:22])([CH3:21])[CH3:20])=[O:17])[CH2:11]1.CNCCNC.[O-]P([O-])([O-])=O.[K+].[K+].[K+]>CN(C=O)C.[Cu]I>[Br:1][C:2]1[CH:7]=[CH:6][C:5]([N:15]2[CH2:14][CH2:13][N:12]([C:16]([O:18][C:19]([CH3:21])([CH3:20])[CH3:22])=[O:17])[CH2:11][C:10]2=[O:9])=[CH:4][CH:3]=1 |f:3.4.5.6|. Reported procedure: A mixture of 1-bromo-4-iodo benzene (1.00 g, 3.53 mmol), tert-butyl 3-oxopiperazine-1-carboxylate (0.71 g, 3.53 mmol), N,N′-dimethylethane-1,2-diamine (62 mg, 0.71 mmol), CuI (0.135 g, 0.71 mmol) and K3PO4 (2.25 g, 10.6 mmol) in DMF (50 mL) was stirred at 100° C. for 3 h. The mixture was partitioned between 0.1 N HCl and 2:1 hexanes:EtOAc. The organic layer was washed with saturated aq. NaHCO3 and concentrated. Purification by chromatography on silica gel (20 to 35% EtOAc in hexanes provided the... Starting materials: ( ii ), FC=1C(=C(C=CC1F)[N+](=O)[O-])OC1=CC(=CC(=C1)C(NC(C)(C)C)=O)C(NC(C)(C)C)=O (3,4-difluoro-2-(3,5-bis-tert-butylcarbamoyl-phenoxy)nitrobezene), P(=O)(Cl)(Cl)Cl (phosphorus oxychloride). Yields the product FC=1C(=C(C=CC1F)[N+](=O)[O-])OC1=CC(=CC(=C1)C#N)C#N (3,4-difluoro-2-(3,5-dicyano-phenoxy)nitrobenzene). Reaction SMILES: [F:1][C:2]1[C:3]([O:12][C:13]2[CH:18]=[C:17]([C:19](=O)[NH:20]C(C)(C)C)[CH:16]=[C:15]([C:26](=O)[NH:27]C(C)(C)C)[CH:14]=2)=[C:4]([N+:9]([O-:11])=[O:10])[CH:5]=[CH:6][C:7]=1[F:8].P(Cl)(Cl)(Cl)=O>>[F:1][C:2]1[C:3]([O:12][C:13]2[CH:18]=[C:17]([C:19]#[N:20])[CH:16]=[C:15]([C:26]#[N:27])[CH:14]=2)=[C:4]([N+:9]([O-:11])=[O:10])[CH:5]=[CH:6][C:7]=1[F:8]. Procedure: In another embodiment of the present invention there is provided a process for the preparation of a compound according to formula III wherein R2 is 3,5-dicyano-phenyl which process further comprises (i) contacting sodium 3,5-bis-tert-butylcarbamoyl-phenolate with 2,3,4-trifluoronitrobenzene in an appropriate solvent at temperatures from about −30° C. up to about 40° C. to afford a 3,4-difluoro-2-(3,5-bis-tert-butylcarbamoyl-phenoxy)nitrobenzene; and (ii) contacting 3,4-difluoro-2-(3,5-bis-tert-b... Reactants: COC(=O)c1cc(Br)c(=O)n(-c2ccccc2)c1, O=C([O-])O, Cc1ccccc1, CC(C)[Al+]C(C)C, COC(=O)c1cc(-c2ccccc2Cl)c(=O)n(-c2ccccc2)c1, Cl, [H-], [Na+]. Product: O=c1c(-c2ccccc2Cl)cc(CO)cn1-c1ccccc1. Reaction SMILES: [Br:25][c:26]1[c:27](=[O:28])[n:29](-[c:30]2[cH:31][cH:32][cH:33][cH:34][cH:35]2)[cH:36][c:37]([C:38]([O:39][CH3:40])=[O:41])[cH:42]1.[C:52](=[O:53])([O-:54])[OH:55].[CH3:57][c:58]1[cH:59][cH:60][cH:61][cH:62][cH:63]1.[CH:44]([Al+:45][CH:46]([CH3:47])[CH3:48])([CH3:49])[CH3:50].[Cl:1][c:2]1[c:3](-[c:8]2[c:9](=[O:24])[n:10](-[c:18]3[cH:19][cH:20][cH:21][cH:22][cH:23]3)[cH:11][c:12]([C:14](=[O:15])[O:16][CH3:17])[cH:13]2)[cH:4][cH:5][cH:6][cH:7]1.[ClH:51].[H-:43].[Na+:56]>>[Cl:1][c:2]1[c:3](-[c:8]2[c:9](=[O:24])[n:10](-[c:18]3[cH:19][cH:20][cH:21][cH:22][cH:23]3)[cH:11][c:12]([CH2:14][OH:15])[cH:13]2)[cH:4][cH:5][cH:6][cH:7]1. Reactants: COC(=O)CBr, CN(C)C=O, O=C1Nc2ccc(Cl)cc2C1=O, O. The product is COC(=O)CN1C(=O)C(=O)c2cc(Cl)ccc21. As a reaction SMILES: [Br:18][CH2:19][C:20](=[O:21])[O:22][CH3:23].[CH3:13][N:14]([CH3:15])[CH:16]=[O:17].[Cl:1][c:2]1[cH:3][c:4]2[c:8]([cH:9][cH:10]1)[NH:7][C:6](=[O:11])[C:5]2=[O:12].[OH2:24]>>[Cl:1][c:2]1[cH:3][c:4]2[c:8]([cH:9][cH:10]1)[N:7]([CH2:19][C:20](=[O:21])[O:22][CH3:23])[C:6](=[O:11])[C:5]2=[O:12]. Procedure details: A microwave tube is charged with 30 mg (0.123 mmol) of 8-Bromo-2-chloro-quinoxaline, 26.4 mg (0.123 mmol) of 3,4,5-trimethoxyphenylboronic acid, 40 mg (0.370 mmol) of Na2CO3 and 4.4 mg (0.0037 mmol) of Pd(PPh3)4. After several cycles of vacuum/purge with argon, 1.5 ml of dry DMF are added. The reaction mixture is then heated tot 105° C. for 15 h. After cooling, the yellow suspension is poured onto de-ionized water and filtered. After drying under H.V. at 50° C., the residue is purified by chroma... Yields the product BrC=1C=CC=C2N=CC(=NC12)C1=CC(=C(C(=C1)OC)OC)OC (8-Bromo-2-(3,4,5-trimethoxy-phenyl)-quinoxaline). As a reaction SMILES: [Br:1][C:2]1[CH:3]=[CH:4][CH:5]=[C:6]2[C:11]=1[N:10]=[C:9](Cl)[CH:8]=[N:7]2.[CH3:13][O:14][C:15]1[CH:16]=[C:17](B(O)O)[CH:18]=[C:19]([O:23][CH3:24])[C:20]=1[O:21][CH3:22].C([O-])([O-])=O.[Na+].[Na+]>C1C=CC([P]([Pd]([P](C2C=CC=CC=2)(C2C=CC=CC=2)C2C=CC=CC=2)([P](C2C=CC=CC=2)(C2C=CC=CC=2)C2C=CC=CC=2)[P](C2C=CC=CC=2)(C2C=CC=CC=2)C2C=CC=CC=2)(C2C=CC=CC=2)C2C=CC=CC=2)=CC=1>[Br:1][C:2]1[CH:3]=[CH:4][CH:5]=[C:6]2[C:11]=1[N:10]=[C:9]([C:17]1[CH:18]=[C:19]([O:23][CH3:24])[C:20]([O:21][CH3:22])=[C:15]([O:14][CH3:13])[CH:16]=1)[CH:8]=[N:7]2 |f:2.3.4,^1:37,39,58,77|. Starting materials: BrC=1C=CC=C2N=CC(=NC12)Cl (8-Bromo-2-chloro-quinoxaline), COC=1C=C(C=C(C1OC)OC)B(O)O (3,4,5-trimethoxyphenylboronic acid), C(=O)([O-])[O-].[Na+].[Na+] (Na2CO3). Conditions: temperature 105 celsius. The reagents and catalysts are C=1C=CC(=CC1)[P](C=2C=CC=CC2)(C=3C=CC=CC3)[Pd]([P](C=4C=CC=CC4)(C=5C=CC=CC5)C=6C=CC=CC6)([P](C=7C=CC=CC7)(C=8C=CC=CC8)C=9C=CC=CC9)[P](C=1C=CC=CC1)(C=1C=CC=CC1)C=1C=CC=CC1 (Pd(PPh3)4).